This data is from the Open Reaction Database (ORD), a public repository of structured organic reaction records. The task is: describe an organic reaction: reactants, conditions, products, and yield The reactants are C1CCOC1, [Li]CCCC, CON(C)C(C)=O, CC(C)(C)C(=O)Nc1ccccn1. Yields the product CC(=O)c1cccnc1NC(=O)C(C)(C)C. RXN SMILES: [CH2:26]1[O:27][CH2:28][CH2:29][CH2:30]1.[CH3:14][CH2:15][CH2:16][CH2:17][Li:18].[CH3:19][O:20][N:21]([C:22]([CH3:23])=[O:24])[CH3:25].[n:1]1[c:2]([NH:7][C:8]([C:9]([CH3:10])([CH3:11])[CH3:12])=[O:13])[cH:3][cH:4][cH:5][cH:6]1>>[n:1]1[c:2]([NH:7][C:8]([C:9]([CH3:10])([CH3:11])[CH3:12])=[O:13])[c:3]([C:22]([CH3:23])=[O:24])[cH:4][cH:5][cH:6]1. Reactants: C(C=C)N(C(OCC)=O)C(C(OC)OC)C (ethyl N-allyl-N-(1,1-dimethoxyprop -2-yl)-carbamate), O (water), [Cl-].[Na+] (sodium chloride). Run in C(=O)O (formic acid). Product: C(C=C)N(C(OCC)=O)C(C=O)C (Ethyl N-allyl-N-(1-oxoprop-2-yl)-carbamate). As a reaction SMILES: [CH2:1]([N:4]([CH:10]([CH3:16])[CH:11](OC)[O:12]C)[C:5](=[O:9])[O:6][CH2:7][CH3:8])[CH:2]=[CH2:3].O.[Cl-].[Na+]>C(O)=O>[CH2:1]([N:4]([CH:10]([CH3:16])[CH:11]=[O:12])[C:5](=[O:9])[O:6][CH2:7][CH3:8])[CH:2]=[CH2:3] |f:2.3|. Procedure details: 182 g (0.7S7 mol) of ethyl N-allyl-N-(1,1-dimethoxyprop -2-yl)-carbamate in 1.5 1 of water are heated under reflux for three hours with 80 ml of formic acid. The mixture is saturated with sodium chloride, the organic phase is separated off and the aqueous phase is extracted twice with 500 ml of methylene chloride each time. The organic solutions are washed with saturated sodium hydrogen carbonate solution until neutral, dried over magnesium sulphate and concentrated, and the residue is distilled... The reactants are [N+](=O)([O-])C1=C(C=CC=C1)C1C2C(NC(C2C(C=C1)C1=CC=CC=C1)=O)=O (1,3,3a,4,7,7a-hexahydro-4-(2-nitrophenyl)-1,3-dioxo-7-phenyl-2H-isoindole), ClC=1C(C(=C(C(C1Cl)=O)C#N)C#N)=O (2,3-dichloro-5,6-dicyano-p-benzoquinone), C(C)O (ethanol). Solvent: C(C)(C)(C)C1=CC=CC=C1 (t-butylbenzene). The product is [N+](=O)([O-])C1=C(C=CC=C1)C1=C2C(NC(C2=C(C=C1)C1=CC=CC=C1)=O)=O (1,3-dihydro-4-(2-nitrophenyl)-1,3-dioxo-7-phenyl-2H-isoindole). As a reaction SMILES: [N+:1]([C:4]1[CH:9]=[CH:8][CH:7]=[CH:6][C:5]=1[CH:10]1[CH:18]=[CH:17][CH:16]([C:19]2[CH:24]=[CH:23][CH:22]=[CH:21][CH:20]=2)[CH:15]2[CH:11]1[C:12](=[O:26])[NH:13][C:14]2=[O:25])([O-:3])=[O:2].ClC1C(=O)C(C#N)=C(C#N)C(=O)C=1Cl.C(O)C>C(C1C=CC=CC=1)(C)(C)C>[N+:1]([C:4]1[CH:9]=[CH:8][CH:7]=[CH:6][C:5]=1[C:10]1[CH:18]=[CH:17][C:16]([C:19]2[CH:24]=[CH:23][CH:22]=[CH:21][CH:20]=2)=[C:15]2[C:11]=1[C:12](=[O:26])[NH:13][C:14]2=[O:25])([O-:3])=[O:2]. Procedure details: 5.5 g (15.8 mmole) 1,3,3a,4,7,7a-hexahydro-4-(2-nitrophenyl)-1,3-dioxo-7-phenyl-2H-isoindole and 9.1 g (40.1 mmole) 2,3-dichloro-5,6-dicyano-p-benzoquinone (DDQ) are heated under reflux for 16 hours in 100 ml t-butylbenzene. The solvent is removed in a vacuum and the residue chromatographed on silica gel with toluene/ethyl acetate 3:1. The fraction with the Rf of 0.4 is isolated, stirred with a little hot ethanol, and the crystals formed after cooling are filtered off. After recrystallization fr...